This data is from the Open Reaction Database (ORD), a public repository of structured organic reaction records. The task is: describe an organic reaction: reactants, conditions, products, and yield The reactants are C(#N)C=1N=CC(=NC1NC1=CC(=CC=C1)C1=NC=CC=N1)N[C@H]1[C@H](CCCC1)NC(OC(C)(C)C)=O (tert-butyl (1S,2R)-2-(5-cyano-6-(3-(pyrimidin-2-yl)phenylamino)pyrazin-2-ylamino)cyclohexylcarbamate). Reported procedure: The crude tert-butyl (1S,2R)-2-(5-cyano-6-(3-(pyrimidin-2-yl)phenylamino)pyrazin-2-ylamino)cyclohexylcarbamate was dissolved in TFA (3 mL). After being stirred at room temperature for 1 h, the mixture was concentrated in vacuo. The residue was purified by HPLC to give 5-((1R,2S)-2-aminocyclohexylamino)-3-(3-(pyrimidin-2-yl)phenylamino)pyrazine-2-carbonitrile (60 mg). Reaction conditions: time 1 hour. Yields the product N[C@@H]1[C@@H](CCCC1)NC=1N=C(C(=NC1)C#N)NC1=CC(=CC=C1)C1=NC=CC=N1 (5-((1R,2S)-2-aminocyclohexylamino)-3-(3-(pyrimidin-2-yl)phenylamino)pyrazine-2-carbonitrile). Solvent: C(=O)(C(F)(F)F)O (TFA). As a reaction SMILES: [C:1]([C:3]1[N:4]=[CH:5][C:6]([NH:22][C@@H:23]2[CH2:28][CH2:27][CH2:26][CH2:25][C@@H:24]2[NH:29]C(=O)OC(C)(C)C)=[N:7][C:8]=1[NH:9][C:10]1[CH:15]=[CH:14][CH:13]=[C:12]([C:16]2[N:21]=[CH:20][CH:19]=[CH:18][N:17]=2)[CH:11]=1)#[N:2]>C(O)(C(F)(F)F)=O>[NH2:29][C@H:24]1[CH2:25][CH2:26][CH2:27][CH2:28][C@H:23]1[NH:22][C:6]1[N:7]=[C:8]([NH:9][C:10]2[CH:15]=[CH:14][CH:13]=[C:12]([C:16]3[N:21]=[CH:20][CH:19]=[CH:18][N:17]=3)[CH:11]=2)[C:3]([C:1]#[N:2])=[N:4][CH:5]=1. The reactants are NC1=C(C(=O)C2=C(C=C(C=C2)F)F)C=C(C=C1)[N+](=O)[O-] (2-amino-5-nitro-2',4'-difluorobenzophenone), CS(=O)(=O)Cl (methanesulfonyl chloride), Cl (hydrochloric acid). Run in N1=CC=CC=C1 (pyridine). Conditions: time 8 hour. Product: FC1=C(C(=O)C2=C(NS(=O)(=O)C)C=CC(=C2)[N+](=O)[O-])C=CC(=C1)F (2'-(2,4-difluorobenzoyl)-4'-nitromethanesulfonanilide). RXN SMILES: [NH2:1][C:2]1[CH:17]=[CH:16][C:15]([N+:18]([O-:20])=[O:19])=[CH:14][C:3]=1[C:4]([C:6]1[CH:11]=[CH:10][C:9]([F:12])=[CH:8][C:7]=1[F:13])=[O:5].[CH3:21][S:22](Cl)(=[O:24])=[O:23].Cl>N1C=CC=CC=1>[F:13][C:7]1[CH:8]=[C:9]([F:12])[CH:10]=[CH:11][C:6]=1[C:4]([C:3]1[CH:14]=[C:15]([N+:18]([O-:20])=[O:19])[CH:16]=[CH:17][C:2]=1[NH:1][S:22]([CH3:21])(=[O:24])=[O:23])=[O:5]. Procedure details: A mixture of 2-amino-5-nitro-2',4'-difluorobenzophenone (5.1 g) and methanesulfonyl chloride (14 ml) in pyridine (40 ml) was stirred at room temperature overnight. The mixture was poured into cold 3N hydrochloric acid (200 ml). The insoluble was filtered and dissolved in a mixture of pyridine (20 ml), ethanol (5 ml) and 5% sodium hydroxide (50 ml). The solution was stirred overnight and washed with toluene. The aqueous layer was acidified with hydrochloric acid and the precipitates were filtered... Starting materials: COC=1C=C(C(=O)NC2CCNCC2)C=C(C1)OCC1=NN=NN1 (3-methoxy-N-piperidin-4-yl-5-(1H-tetrazol-5-ylmethoxy)-benzamide), C(C)(C)OC=1C=C(C=O)C=C(C1)OC(C)C (3,5-diisopropoxy-benzaldehyde), C(#N)[BH3-].[Na+] (sodium cyanoborohydride), C(C)N(C(C)C)C(C)C (N-ethyl-diisopropylamine). The solvent is C(C)O (ethanol), C(C)(=O)O (acetic acid). Product: C(C)(C)OC=1C=C(CN2CCC(CC2)NC(C2=CC(=CC(=C2)OCC2=NN=NN2)OC)=O)C=C(C1)OC(C)C (N-[1-(3,5-Diisopropoxy-benzyl)-piperidin-4-yl]-3-methoxy-5-(1H-tetrazol-5-ylmethoxy)-benzamide). Reaction SMILES: [CH3:1][O:2][C:3]1[CH:4]=[C:5]([CH:15]=[C:16]([O:18][CH2:19][C:20]2[NH:24][N:23]=[N:22][N:21]=2)[CH:17]=1)[C:6]([NH:8][CH:9]1[CH2:14][CH2:13][NH:12][CH2:11][CH2:10]1)=[O:7].[CH:25]([O:28][C:29]1[CH:30]=[C:31]([CH:34]=[C:35]([O:37][CH:38]([CH3:40])[CH3:39])[CH:36]=1)[CH:32]=O)([CH3:27])[CH3:26].C([BH3-])#N.[Na+].C(N(C(C)C)C(C)C)C>C(O)C.C(O)(=O)C>[CH:38]([O:37][C:35]1[CH:34]=[C:31]([CH:30]=[C:29]([O:28][CH:25]([CH3:27])[CH3:26])[CH:36]=1)[CH2:32][N:12]1[CH2:11][CH2:10][CH:9]([NH:8][C:6](=[O:7])[C:5]2[CH:15]=[C:16]([O:18][CH2:19][C:20]3[NH:21][N:22]=[N:23][N:24]=3)[CH:17]=[C:3]([O:2][CH3:1])[CH:4]=2)[CH2:14][CH2:13]1)([CH3:39])[CH3:40] |f:2.3|. Procedure: In analogy to the procedure described in example 50k), 3-methoxy-N-piperidin-4-yl-5-(1H-tetrazol-5-ylmethoxy)-benzamide (example 170c) was reacted with 3,5-diisopropoxy-benzaldehyde (example 126b), sodium cyanoborohydride, N-ethyl-diisopropylamine and acetic acid in ethanol at 50° C. to yield the title compound as off-white solid. MS: 539.4 (MH+).